This data is from the Open Reaction Database (ORD), a public repository of structured organic reaction records. The task is: describe an organic reaction: reactants, conditions, products, and yield The reactants are 2R-hydroxy-3-[(2-methylpropyl)(4-aminophenyl)sulfonyl]amino-1S-(phenylmethyl)propylamine, C(C)(=O)OCC (ethyl acetate), 3-hydroxy-2-1methylbenzoic acid, ON1N=NC2=C1C=CC=C2 (N-hydroxybenzotriazole), C(CCl)Cl (EDC), CN(C=O)C (N,N-dimethylformamide). Conditions: time 20 minute. Yields the product C(C1=CC=CC=C1)(=O)N (benzamide). As a reaction SMILES: ON1[C:6]2[CH:7]=[CH:8][CH:9]=[CH:10][C:5]=2N=N1.C(Cl)CCl.C(OCC)(=O)C.C[N:22](C)[CH:23]=[O:24]>>[C:23]([NH2:22])(=[O:24])[C:5]1[CH:10]=[CH:9][CH:8]=[CH:7][CH:6]=1. Reported procedure: To a solution of 175 mg (1.15 mmol) of 3-hydroxy-2-1methylbenzoic acid and 203 mg (1.5 mmol) of N-hydroxybenzotriazole in 6 mL of anhydrous N,N-dimethylformamide at 0° C., was added 220 mg (1.15 mmol) of EDC. After 20 minutes of activation at 0° C. and 1 hour at room temperature, 392 mg (1.0 mmol) of 2R-hydroxy-3-[(2-methylpropyl)(4-aminophenyl)sulfonyl]amino-1S-(phenylmethyl)propylamine was added. After 15 hours at room temperature, ethyl acetate was added, washed with 5% citric acid, saturated... Starting materials: COC(=O)c1ccc(O)c(C(C)=O)c1, COC(=O)c1ccccc1OCc1ccccc1, [H-], [Na+], C1COCCO1. Product: COC(=O)c1ccc(O)c(C(=O)CC(=O)c2ccccc2OCc2ccccc2)c1. RXN SMILES: [C:1]([CH3:2])(=[O:3])[c:4]1[cH:5][c:6]([C:7](=[O:8])[O:9][CH3:10])[cH:11][cH:12][c:13]1[OH:14].[CH2:15]([c:16]1[cH:17][cH:18][cH:19][cH:20][cH:21]1)[O:22][c:23]1[c:24]([C:25](=[O:26])[O:27][CH3:28])[cH:29][cH:30][cH:31][cH:32]1.[H-:33].[Na+:34].[O:35]1[CH2:36][CH2:37][O:38][CH2:39][CH2:40]1>>[C:1]([CH2:2][C:25]([c:24]1[c:23]([O:22][CH2:15][c:16]2[cH:17][cH:18][cH:19][cH:20][cH:21]2)[cH:32][cH:31][cH:30][cH:29]1)=[O:26])(=[O:3])[c:4]1[cH:5][c:6]([C:7](=[O:8])[O:9][CH3:10])[cH:11][cH:12][c:13]1[OH:14]. Starting materials: FC1=C(C(=CC=C1N)F)NC1=NC=CC=C1C1=C2N=CN(C2=NC=N1)C1OCCCC1 (2,6-difluoro-N1-(3-(9-(tetrahydro-2H-pyran-2-yl)-9H-purin-6-yl)pyridin-2-yl)benzene-1,3-diamine), target compound, [N+](=O)([O-])C1=C(C=CC=C1)CS(=O)(=O)Cl ((2-nitrophenyl)methansulfonyl chloride), N1=CC=CC=C1 (pyridine). Run in ClCCl (dichloromethane). Run at temperature 50 celsius, time 2 hour. The product is FC1=C(C=CC(=C1NC1=NC=CC=C1C1=C2N=CN(C2=NC=N1)C1OCCCC1)F)NS(=O)(=O)CC1=C(C=CC=C1)[N+](=O)[O-] (N-(2,4-difluoro-3-(3-(9-(tetrahydro-2H-pyran-2-yl)-9H-purin-6-yl)pyridin-2-ylamino)phenyl)-1-(2-nitrophenyl)methansulfonamide). Yield: 87.0%. RXN SMILES: [F:1][C:2]1[C:7]([NH2:8])=[CH:6][CH:5]=[C:4]([F:9])[C:3]=1[NH:10][C:11]1[C:16]([C:17]2[N:25]=[CH:24][N:23]=[C:22]3[C:18]=2[N:19]=[CH:20][N:21]3[CH:26]2[CH2:31][CH2:30][CH2:29][CH2:28][O:27]2)=[CH:15][CH:14]=[CH:13][N:12]=1.[N+:32]([C:35]1[CH:40]=[CH:39][CH:38]=[CH:37][C:36]=1[CH2:41][S:42](Cl)(=[O:44])=[O:43])([O-:34])=[O:33].N1C=CC=CC=1>ClCCl>[F:1][C:2]1[C:3]([NH:10][C:11]2[C:16]([C:17]3[N:25]=[CH:24][N:23]=[C:22]4[C:18]=3[N:19]=[CH:20][N:21]4[CH:26]3[CH2:31][CH2:30][CH2:29][CH2:28][O:27]3)=[CH:15][CH:14]=[CH:13][N:12]=2)=[C:4]([F:9])[CH:5]=[CH:6][C:7]=1[NH:8][S:42]([CH2:41][C:36]1[CH:37]=[CH:38][CH:39]=[CH:40][C:35]=1[N+:32]([O-:34])=[O:33])(=[O:43])=[O:44]. Procedure: The 2,6-difluoro-N1-(3-(9-(tetrahydro-2H-pyran-2-yl)-9H-purin-6-yl)pyridin-2-yl)benzene-1,3-diamine (20 mg, 0.047 mmol) prepared at Step 9 was added and dissolved into dichloromethane solvent. (2-nitrophenyl)methansulfonyl chloride (12 mg, 0.052 mmol) and pyridine (8 uL, 0.094 mmol) were added into the reaction solution and stirred at 50° C. for 2 hours. After the reaction, the reactant was washed with 1N aqueous hydrochloric acid solution and salt water. After extraction with dichloromethane, t... Reactants: CC1=C(C=C(C=C1)OC=1C=NC(=CC1)[N+](=O)[O-])NC(OC(C)(C)C)=O (tert-butyl {2-methyl-5-[(6-nitropyridin-3-yl)oxy]phenyl}carbamate). The reagents and catalysts are [C].[Pd] (palladium carbon). Solvent: CO (methanol). Conditions: time 16 hour. The product is NC1=CC=C(C=N1)OC=1C=CC(=C(C1)NC(OC(C)(C)C)=O)C (tert-butyl {5-[(6-aminopyridin-3-yl)oxy]-2-methylphenyl}carbamate). The yield is 122.5%. Reaction SMILES: [CH3:1][C:2]1[CH:7]=[CH:6][C:5]([O:8][C:9]2[CH:10]=[N:11][C:12]([N+:15]([O-])=O)=[CH:13][CH:14]=2)=[CH:4][C:3]=1[NH:18][C:19](=[O:25])[O:20][C:21]([CH3:24])([CH3:23])[CH3:22]>CO.[C].[Pd]>[NH2:15][C:12]1[N:11]=[CH:10][C:9]([O:8][C:5]2[CH:6]=[CH:7][C:2]([CH3:1])=[C:3]([NH:18][C:19](=[O:25])[O:20][C:21]([CH3:22])([CH3:23])[CH3:24])[CH:4]=2)=[CH:14][CH:13]=1 |f:2.3|. Procedure details: To a solution of tert-butyl {2-methyl-5-[(6-nitropyridin-3-yl)oxy]phenyl}carbamate (19.5 g, 45.3 mmol) in methanol (200 mL) was added palladium carbon (50% water-containing product, 2.99 g), and the mixture was stirred under a hydrogen atmosphere at room temperature for 16 hr. The reaction mixture was filtered through celite, and the filtrate was concentrated under reduced pressure to give the title compound (17.5 g, 98%) as a pale-yellow oil. The reactants are Br, CC(=O)O, Cc1ccc(S(=O)(=O)N2CCN(C(c3ccccc3)c3cccc(Cl)c3)CC2)cc1, N, O=C(O)c1ccc(O)cc1. The product is Clc1cccc(C(c2ccccc2)N2CCNCC2)c1. As a reaction SMILES: [BrH:46].[C:42]([OH:43])(=[O:44])[CH3:45].[Cl:1][c:2]1[cH:3][c:4]([CH:8]([N:9]2[CH2:10][CH2:11][N:12]([S:15]([c:16]3[cH:17][cH:18][c:19]([CH3:20])[cH:21][cH:22]3)(=[O:23])=[O:24])[CH2:13][CH2:14]2)[c:25]2[cH:26][cH:27][cH:28][cH:29][cH:30]2)[cH:5][cH:6][cH:7]1.[NH3:41].[OH:31][C:32]([c:33]1[cH:34][cH:35][c:36]([OH:37])[cH:38][cH:39]1)=[O:40]>>[Cl:1][c:2]1[cH:3][c:4]([CH:8]([N:9]2[CH2:10][CH2:11][NH:12][CH2:13][CH2:14]2)[c:25]2[cH:26][cH:27][cH:28][cH:29][cH:30]2)[cH:5][cH:6][cH:7]1. Reactants: CCCCCCCCCCCC(=O)OCC, CCO, CC(C)NCC(C)(C)N. Yields the product CCCCCCCCCCCC1=NC(C)(C)CN1C(C)C. As a reaction SMILES: [C:1]([CH2:2][CH2:3][CH2:4][CH2:5][CH2:6][CH2:7][CH2:8][CH2:9][CH2:10][CH2:11][CH3:12])([O:13][CH2:14][CH3:15])=[O:16].[CH3:26][CH2:27][OH:28].[CH:17]([CH3:18])([CH3:19])[NH:20][CH2:21][C:22]([CH3:23])([NH2:24])[CH3:25]>>[C:1]1([CH2:2][CH2:3][CH2:4][CH2:5][CH2:6][CH2:7][CH2:8][CH2:9][CH2:10][CH2:11][CH3:12])=[N:24][C:22]([CH3:23])([CH3:25])[CH2:21][N:20]1[CH:17]([CH3:18])[CH3:19].